From a dataset of the Open Reaction Database (ORD), a public repository of structured organic reaction records. describe an organic reaction: reactants, conditions, products, and yield The reactants are CCC(=O)O, CN(CCC(=O)O)c1ccccc1, CC(=O)[O-], CC(=O)O, Cl, CCCCCCCCCCCCc1ccc(N)c([N+](=O)[O-])c1, O=N[O-], [Na+], [Na+], O. The product is CCCCCCCCCCCCc1ccc(N=Nc2ccc(N(C)CCC(=O)O)cc2)c([N+](=O)[O-])c1. RXN SMILES: [CH3:23][CH2:24][C:25](=[O:26])[OH:27].[CH3:33][N:34]([c:35]1[cH:36][cH:37][cH:38][cH:39][cH:40]1)[CH2:41][CH2:42][C:43](=[O:44])[OH:45].[CH3:47][C:48](=[O:49])[O-:50].[CH3:51][C:52](=[O:53])[OH:54].[ClH:28].[N+:1](=[O:2])([O-:3])[c:4]1[c:5]([NH2:6])[cH:7][cH:8][c:9]([CH2:11][CH2:12][CH2:13][CH2:14][CH2:15][CH2:16][CH2:17][CH2:18][CH2:19][CH2:20][CH2:21][CH3:22])[cH:10]1.[N:29]([O-:30])=[O:31].[Na+:32].[Na+:46].[OH2:55]>>[N+:1](=[O:2])([O-:3])[c:4]1[c:5]([N:6]=[N:29][c:38]2[cH:37][cH:36][c:35]([N:34]([CH3:33])[CH2:41][CH2:42][C:43](=[O:44])[OH:45])[cH:40][cH:39]2)[cH:7][cH:8][c:9]([CH2:11][CH2:12][CH2:13][CH2:14][CH2:15][CH2:16][CH2:17][CH2:18][CH2:19][CH2:20][CH2:21][CH3:22])[cH:10]1. Reactants: FC1=C(N)C=CC(=C1)F (2,4-difluoroaniline), C([O-])(O)=O.[Na+] (sodium bicarbonate), ClCC(=O)OC (methyl chloroacetate), Intermediate 11. Reaction conditions: time 16 hour. The product is COC(CNC1=C(C=C(C=C1)F)F)=O (N-(2,4-Difluorophenyl)glycine methyl ester). RXN SMILES: [F:1][C:2]1[CH:8]=[C:7]([F:9])[CH:6]=[CH:5][C:3]=1[NH2:4].C(=O)(O)[O-].[Na+].Cl[CH2:16][C:17]([O:19][CH3:20])=[O:18]>>[CH3:20][O:19][C:17](=[O:18])[CH2:16][NH:4][C:3]1[CH:5]=[CH:6][C:7]([F:9])=[CH:8][C:2]=1[F:1] |f:1.2|. Reported procedure: A suspension of 2,4-difluoroaniline (15.0 g) and sodium bicarbonate (19.5 g) in methyl chloroacetate (15.2 ml) was stirred at 90°-100° under nitrogen for 16 h. Work up according to the method of Intermediate 11 gave an oil (14.1 g) which was purified by FCC on triethylamine deactivated silica eluting with chloroform:petroleum ether (1:8) to give the title compound (8.75 g) as an oil, t.l.c. on triethylamine deactivated silica (chloroform:petroleum ether, 1:8) Rf 0.21. Starting materials: Cl.N1CCC(CC1)N1C(OCC2=C1C=CC=C2)=O (1-piperidin-4-yl-1,4-dihydro-2H-3,1-benzoxazin-2-one hydrochloride), ClC1=NC=C(C(=N1)C(F)(F)F)C(=O)O (2-chloro-4-(trifluoromethyl)pyrimidine-5-carboxylic acid). Product: O=C1N(C2=C(CO1)C=CC=C2)C2CCN(CC2)C2=NC=C(C(=N2)C(F)(F)F)C(=O)O (2-[4-(2-Oxo-2H-3,1-benzoxazin-1(4H)-yl)piperidin-1-yl]-4-(trifluoromethyl)pyrimidine-5-carboxylic acid). Reaction SMILES: Cl.[NH:2]1[CH2:7][CH2:6][CH:5]([N:8]2[C:13]3[CH:14]=[CH:15][CH:16]=[CH:17][C:12]=3[CH2:11][O:10][C:9]2=[O:18])[CH2:4][CH2:3]1.Cl[C:20]1[N:25]=[C:24]([C:26]([F:29])([F:28])[F:27])[C:23]([C:30]([OH:32])=[O:31])=[CH:22][N:21]=1>>[O:18]=[C:9]1[O:10][CH2:11][C:12]2[CH:17]=[CH:16][CH:15]=[CH:14][C:13]=2[N:8]1[CH:5]1[CH2:4][CH2:3][N:2]([C:20]2[N:25]=[C:24]([C:26]([F:28])([F:29])[F:27])[C:23]([C:30]([OH:32])=[O:31])=[CH:22][N:21]=2)[CH2:7][CH2:6]1 |f:0.1|. Procedure: The title compound was prepared from 1-piperidin-4-yl-1,4-dihydro-2H-3,1-benzoxazin-2-one hydrochloride (0.70 g) and 2-chloro-4-(trifluoromethyl)pyrimidine-5-carboxylic acid (1.8 g) using the method of example 115 step (ii). Yield 1.1 g. Starting materials: CN=C=O (methyl isocyanate), NC1=CC=C2C(=N1)C(=CN2)C2CCN(CC2)C (5-amino-3-(1-methylpiperidin-4-yl)pyrrolo[3,2-b]pyridine), CN=C=O (methyl isocyanate), O1CCCC1 (tetrahydrofuran). The solvent is CN(C=O)C (dimethylformamide). Run at time 3.5 hour. The product is CNC(=O)NC1=CC=C2C(=N1)C(=CN2)C2CCN(CC2)C (N-[methyl]-N'-[3-(1-methylpiperidin-4-yl)pyrrolo[3,2-b]pyridin-5-yl]urea). Yield: 23.0%. Reaction SMILES: [NH2:1][C:2]1[N:7]=[C:6]2[C:8]([CH:11]3[CH2:16][CH2:15][N:14]([CH3:17])[CH2:13][CH2:12]3)=[CH:9][NH:10][C:5]2=[CH:4][CH:3]=1.[CH3:18][N:19]=[C:20]=[O:21].O1CCCC1>CN(C)C=O>[CH3:18][NH:19][C:20]([NH:1][C:2]1[N:7]=[C:6]2[C:8]([CH:11]3[CH2:16][CH2:15][N:14]([CH3:17])[CH2:13][CH2:12]3)=[CH:9][NH:10][C:5]2=[CH:4][CH:3]=1)=[O:21]. Reported procedure: A solution of 0.15 gm (0.65 mMol) 5-amino-3-(1-methylpiperidin-4-yl)pyrrolo[3,2-b]pyridine and 0.046 mL (0.78 mMol) methyl isocyanate in 6 mL 5:1 tetrahydrofuran:dimethylformamide was stirred at room temperature for 5 hours. At this point an additional 0.020 mL methyl isocyanate were added and stirring continued for another 3.5 hours. The reaction mixture was then concentrated under reduced pressure. The residue was partitioned between 3:1 chloroform:isopropanol and 1N sodium hydroxide. The phas... Starting materials: O=C([O-])[O-], CCCc1cc(Cl)c2c(c1)C(O)OC2=O, Cl, CCI, [K+], [K+], CN(C)C=O, O. Yields the product CCCc1cc(Cl)c(C(=O)OCC)c(C=O)c1. As a reaction SMILES: [C:16](=[O:17])([O-:18])[O-:19].[Cl:1][c:2]1[cH:3][c:4]([CH2:13][CH2:14][CH3:15])[cH:5][c:6]2[c:10]1[C:9](=[O:11])[O:8][CH:7]2[OH:12].[ClH:25].[I:22][CH2:23][CH3:24].[K+:20].[K+:21].[O:26]=[CH:27][N:28]([CH3:29])[CH3:30].[OH2:31]>>[Cl:1][c:2]1[cH:3][c:4]([CH2:13][CH2:14][CH3:15])[cH:5][c:6]([CH:7]=[O:12])[c:10]1[C:9]([O:8][CH2:23][CH3:24])=[O:11]. Reactants: NC=1SC=C(N1)/C(/C(=O)NC1[C@@H]2N(C(=C(CS2)CC2OC(OCC2)(C)C)C(=S)[O-])C1=O)=N/O.[Na+] (Sodium 7-[(Z)-2-(2-aminothiazol-4-yl)-2-hydroxyiminoacetamido]-3-(2,2-dimethyl-1,3-dioxan-4-yl)methylthio-3-cephem-4-carboxylate), C(C(C)(C)C)(=O)OCI (iodomethyl pivalate). The product is NC=1SC=C(N1)/C(/C(=O)NC1[C@@H]2N(C(=C(CS2)CC2OC(OCC2)(C)C)C(=S)OCOC(C(C)(C)C)=O)C1=O)=N/O (pivaloyloxymethyl 7-[(Z)-2-(2-aminothiazol-4-yl)-2-hydroxyiminoacetamido]-3-(2,2-dimethyl-1,3-dioxan-4-yl)methylthio-3-cephem-4-carboxylate). The yield is 59.7%. As a reaction SMILES: [NH2:1][C:2]1[S:3][CH:4]=[C:5](/[C:7](=[N:32]/[OH:33])/[C:8]([NH:10][CH:11]2[C:30](=[O:31])[N:13]3[C:14]([C:27]([O-:29])=[S:28])=[C:15]([CH2:18][CH:19]4[CH2:24][CH2:23][O:22][C:21]([CH3:26])([CH3:25])[O:20]4)[CH2:16][S:17][C@H:12]23)=[O:9])[N:6]=1.[Na+].[C:35]([O:41][CH2:42]I)(=[O:40])[C:36]([CH3:39])([CH3:38])[CH3:37]>>[NH2:1][C:2]1[S:3][CH:4]=[C:5](/[C:7](=[N:32]/[OH:33])/[C:8]([NH:10][CH:11]2[C:30](=[O:31])[N:13]3[C:14]([C:27]([O:29][CH2:42][O:41][C:35](=[O:40])[C:36]([CH3:39])([CH3:38])[CH3:37])=[S:28])=[C:15]([CH2:18][CH:19]4[CH2:24][CH2:23][O:22][C:21]([CH3:26])([CH3:25])[O:20]4)[CH2:16][S:17][C@H:12]23)=[O:9])[N:6]=1 |f:0.1|. Procedure details: Sodium 7-[(Z)-2-(2-aminothiazol-4-yl)-2-hydroxyiminoacetamido]-3-(2,2-dimethyl-1,3-dioxan-4-yl)methylthio-3-cephem-4-carboxylate (60 mg) was reacted with iodomethyl pivalate (40 mg),followed by purifying the reaction product in accordance with the procedure of Example 4, yielding the titled compound (42 mg; 60%). Reaction SMILES: C([O:3][C:4](=O)[CH2:5][NH:6][C:7]1[CH:12]=[C:11]([F:13])[C:10]([N+:14]([O-])=O)=[CH:9][C:8]=1[N+:17]([O-])=O)C>[C].[Pd].C(O)C>[F:13][C:11]1[CH:12]=[C:7]2[C:8](=[CH:9][C:10]=1[NH2:14])[NH:17][C:4](=[O:3])[CH:5]=[N:6]2 |f:1.2|. Starting materials: C(C)OC(CNC1=C(C=C(C(=C1)F)[N+](=O)[O-])[N+](=O)[O-])=O (N-(2,4-Dinitro-5-fluorophenyl)glycine ethyl ester). Procedure: N-(2,4-Dinitro-5-fluorophenyl)glycine ethyl ester (9.32 g), 2% palladium-carbon (50% hydrated) (10 g) and ethanol (200 ml) were charged into an autoclave, and catalytic reduction was carried out at room temperature under an initial pressure of 37 atm. After the reaction was completed, the reaction mixture was filtered, and the filtrate was concentrated to give 6-fluoro-7-amino-1,2-dihydroquinoxalin-2-one (4.0 g; yield, 68.0%). Isolated yield 68.8%. Product: FC=1C=C2N=CC(NC2=CC1N)=O (6-fluoro-7-amino-1,2-dihydroquinoxalin-2-one). The reagents and catalysts are [C].[Pd] (palladium-carbon). Solvent: C(C)O (ethanol). Starting materials: C(C)(C)N(P(OOCCC#N)N(C(C)C)C(C)C)C(C)C (2-cyanoethoxy N,N,N′,N′-tetraisopropylphosphorodiamidite), COC1=CC=C(C(C2=CC=C(C=C2)OC)(C2=CC=CC=C2)OC[C@@H]2[C@H]([C@H]([C@@H](O2)N2C(=O)NC(=O)C=C2)OCCC(NC)=O)O)C=C1 (5′-O-(4,4′-Dimethoxytrityl)-2′-O-[2-(N-methylcarbamoyl)ethyl]uridine), N1N=NN=[C-]1.C(C)(C)[NH2+]C(C)C (diisopropylammonium 1H-tetrazolide). Solvent: C(C)#N (acetonitrile), C(C)#N (acetonitrile). Conditions: time 8 hour. Yields the product C(#N)CCP(O)(N(C(C)C)C(C)C)O[C@H]1[C@H]([C@@H](O[C@@H]1COC(C1=CC=C(C=C1)OC)(C1=CC=C(C=C1)OC)C1=CC=CC=C1)N1C(=O)NC(=O)C=C1)OCCC(NC)=O (5′-O-(4,4′-Dimethoxytrityl)-2′-O-[2-(N-methylcarbamoyl)ethyl]uridine 3′-(2-cyanoethyl N,N-diisopropylphosphoramidite)). Isolated yield 78.0%. Reaction SMILES: [CH3:1][O:2][C:3]1[CH:46]=[CH:45][C:6]([C:7]([O:22][CH2:23][C@H:24]2[O:28][C@@H:27]([N:29]3[CH:36]=[CH:35][C:33](=[O:34])[NH:32][C:30]3=[O:31])[C@H:26]([O:37][CH2:38][CH2:39][C:40](=[O:43])[NH:41][CH3:42])[C@@H:25]2[OH:44])([C:16]2[CH:21]=[CH:20][CH:19]=[CH:18][CH:17]=2)[C:8]2[CH:13]=[CH:12][C:11]([O:14][CH3:15])=[CH:10][CH:9]=2)=[CH:5][CH:4]=1.C(N(C(C)C)[P:51]([N:58]([CH:62]([CH3:64])[CH3:63])[CH:59]([CH3:61])[CH3:60])[O:52]OCCC#N)(C)C.[NH:68]1[C-:72]=NN=N1.[CH:73]([NH2+]C(C)C)(C)[CH3:74]>C(#N)C>[C:72]([CH2:73][CH2:74][PH:51]([O:44][C@@H:25]1[C@@H:24]([CH2:23][O:22][C:7]([C:16]2[CH:17]=[CH:18][CH:19]=[CH:20][CH:21]=2)([C:8]2[CH:13]=[CH:12][C:11]([O:14][CH3:15])=[CH:10][CH:9]=2)[C:6]2[CH:45]=[CH:46][C:3]([O:2][CH3:1])=[CH:4][CH:5]=2)[O:28][C@@H:27]([N:29]2[CH:36]=[CH:35][C:33](=[O:34])[NH:32][C:30]2=[O:31])[C@@H:26]1[O:37][CH2:38][CH2:39][C:40](=[O:43])[NH:41][CH3:42])([N:58]([CH:59]([CH3:60])[CH3:61])[CH:62]([CH3:63])[CH3:64])[OH:52])#[N:68] |f:2.3|. Procedure details: The compound (490 mg, 0.77 mmol) prepared in Example 8 was dissolved in dried acetonitrile (2 mL), and 2-cyanoethoxy N,N,N′,N′-tetraisopropylphosphorodiamidite (358 mg, 1.19 mmol) dissolved in dried acetonitrile (2 mL) was added thereto. To the mixture was further added diisopropylammonium 1H-tetrazolide (101 mg, 0.59 mmol), followed by stirring at room temperature for 8 hours. The reaction was terminated by adding water thereto, and dilution with ethyl acetate was carried out. The organic layer... Starting materials: C1(=CC=CC=C1)C (toluene), BrCC(=O)O (bromoacetic acid), C(CCCCCCC)O (n-octyl alcohol). Reagents/catalysts: C1(=CC=C(C=C1)S(=O)(=O)O)C (p-toluenesulfonic acid). Reaction conditions: time 1.5 hour. Yields the product BrCC(=O)OCCCCCCCC (n-octyl bromoacetate). Isolated yield 113.4%. Reaction SMILES: C1(C)C=CC=CC=1.[Br:8][CH2:9][C:10]([OH:12])=[O:11].[CH2:13](O)[CH2:14][CH2:15][CH2:16][CH2:17][CH2:18][CH2:19][CH3:20]>C1(C)C=CC(S(O)(=O)=O)=CC=1>[Br:8][CH2:9][C:10]([O:12][CH2:13][CH2:14][CH2:15][CH2:16][CH2:17][CH2:18][CH2:19][CH3:20])=[O:11]. Procedure: There were added to 150 ml of toluene, 20 g of bromoacetic acid, 20 g of n-octyl alcohol and 2.5 g of p-toluenesulfonic acid, and azeotropical dehydration was carried out for 1.5 hours. After cooling, toluene was distilled off at reduced pressure, and 41 g of n-octyl bromoacetate were obtained by vacuum distillation (110° C., 11 mm Hg).